The task is: describe an organic reaction: reactants, conditions, products, and yield. This data is from the Open Reaction Database (ORD), a public repository of structured organic reaction records. The reactants are Cc1c(Br)ccc(Br)c1C=NO, C=C, ClCCl, [O-]Cl, [Na+]. Yields the product Cc1c(Br)ccc(Br)c1C1=NOCC1. As a reaction SMILES: [Br:1][c:2]1[c:3]([CH3:12])[c:4]([CH:5]=[N:6][OH:7])[c:8]([Br:11])[cH:9][cH:10]1.[CH2:13]=[CH2:14].[CH2:18]([Cl:19])[Cl:20].[Cl:15][O-:16].[Na+:17]>>[Br:1][c:2]1[c:3]([CH3:12])[c:4]([C:5]2=[N:6][O:7][CH2:13][CH2:14]2)[c:8]([Br:11])[cH:9][cH:10]1.